This data is from the Open Reaction Database (ORD), a public repository of structured organic reaction records. The task is: describe an organic reaction: reactants, conditions, products, and yield Starting materials: CCCCCCCCCCCCCCCCOCC(CF)COC(c1ccccc1)(c1ccccc1)c1ccccc1, CC(=O)O. Yields the product CCCCCCCCCCCCCCCCOCC(CO)CF. As a reaction SMILES: [CH2:1]([CH2:2][CH2:3][CH2:4][CH2:5][CH2:6][CH2:7][CH2:8][CH2:9][CH2:10][CH2:11][CH2:12][CH2:13][CH2:14][CH2:15][CH3:16])[O:17][CH2:18][CH:19]([CH2:20][O:21][C:22]([c:23]1[cH:24][cH:25][cH:26][cH:27][cH:28]1)([c:29]1[cH:30][cH:31][cH:32][cH:33][cH:34]1)[c:35]1[cH:36][cH:37][cH:38][cH:39][cH:40]1)[CH2:41][F:42].[CH3:43][C:44](=[O:45])[OH:46]>>[CH2:1]([CH2:2][CH2:3][CH2:4][CH2:5][CH2:6][CH2:7][CH2:8][CH2:9][CH2:10][CH2:11][CH2:12][CH2:13][CH2:14][CH2:15][CH3:16])[O:17][CH2:18][CH:19]([CH2:20][OH:21])[CH2:41][F:42]. Reactants: CC1=NN(C(O1)=O)CC(C)=O (2,3-dihydro-5-methyl-2-oxo-l,3,4-oxadiazol-3-ylacetone), O.NN (hydrazine hydrate). Solvent: C(C)O (ethanol). Product: C(C)(=O)NN1C(NN=C(C1)C)=O (4-acetylamino-6-methyl-3-oxo-2,3,4,5-tetrahydro- 1,2,4-triazine). RXN SMILES: [CH3:1][C:2]1[O:6][C:5](=[O:7])[N:4]([CH2:8][C:9](=O)[CH3:10])[N:3]=1.O.[NH2:13][NH2:14]>C(O)C>[C:2]([NH:3][N:4]1[CH2:8][C:9]([CH3:10])=[N:14][NH:13][C:5]1=[O:7])(=[O:6])[CH3:1] |f:1.2|. Procedure: 312 g of 2,3-dihydro-5-methyl-2-oxo-l,3,4-oxadiazol-3-ylacetone in 4 l of ethanol are stirred together with 200 g of hydrazine hydrate for 16 hours at 35° C. The solvent and the excess of hydrazine hydrate are evaporated in vacuo, and the residue is recrystallised from isopropanol to give 148 g (87% of the theoretical amount) of the title compound having a melting point of 197°-199° C. Reactants: [Si](C)(C)(C(C)(C)C)Cl (tert-butyl-dimethylsilylchloride), NCCCO (3-aminopropanol), [H-].[Na+] (sodium hydride). The solvent is C(C)OCC (diethylether), C1CCOC1 (THF), C1CCOC1 (THF). Run at time 1 hour. Product: C(C)(C)(C)[Si](OCCCN)(C)C (3-(tert-butyl-dimethyl-silanyloxy)-propylamine). Yield: 91.6%. As a reaction SMILES: [NH2:1][CH2:2][CH2:3][CH2:4][OH:5].[H-].[Na+].[Si:8](Cl)([C:11]([CH3:14])([CH3:13])[CH3:12])([CH3:10])[CH3:9]>C1COCC1.C(OCC)C>[C:11]([Si:8]([CH3:10])([CH3:9])[O:5][CH2:4][CH2:3][CH2:2][NH2:1])([CH3:14])([CH3:13])[CH3:12] |f:1.2|. Procedure: A solution of 7.4 g (98 mmol) 3-aminopropanol in 10 ml THF was added at room temperature to a suspension of 4.12 sodium hydride (60%; 103.2 mmol) in 140 ml THF. The mixture was stirred for 1 hour and then 16.28 g (108 mmol) tert-butyl-dimethylsilylchloride was added and vigorous stirring was continued for 1 hour. The mixture was diluted with 300 ml diethylether and washed successively with 100 ml of aqueous K2CO3 (10%), 100 ml of water and 100 ml of brine, dried over MgSO4 and evaporated to give... Reactants: C(=O)C=1C=C(C(=C(C(=O)OC)C1)O)CC=C (Methyl 5-formyl-2-hydroxy-3-(1-prop-2-enyl)benzoate), BrCC(=O)OC(C)(C)C (t-butyl bromoacetate). The product is C(=O)C=1C=C(C(=C(C(=O)OC)C1)OCC(=O)OC(C)(C)C)CC=C (Methyl 5-formyl-2-(2-t-butyloxy-2-oxo-ethoxy)-3-(1-prop-2-enyl)benzoate). Reaction SMILES: [CH:1]([C:3]1[CH:4]=[C:5]([CH2:14][CH:15]=[CH2:16])[C:6]([OH:13])=[C:7]([CH:12]=1)[C:8]([O:10][CH3:11])=[O:9])=[O:2].Br[CH2:18][C:19]([O:21][C:22]([CH3:25])([CH3:24])[CH3:23])=[O:20]>>[CH:1]([C:3]1[CH:4]=[C:5]([CH2:14][CH:15]=[CH2:16])[C:6]([O:13][CH2:18][C:19]([O:21][C:22]([CH3:25])([CH3:24])[CH3:23])=[O:20])=[C:7]([CH:12]=1)[C:8]([O:10][CH3:11])=[O:9])=[O:2]. Reported procedure: Phenol 36b was alkylated with t-butyl bromoacetate the usual way to give a yellow oil (quant.). 1H-NMR (300 MHz, CDCl3): 9.94 (s, 1H), 8.21 (d, 1H, J=2 Hz), 7.90 (d, 1H, J=9 Hz), 6.05-5.92 (m, 1H), 5.15-5.05 (m, 2H), 4.51 (s, 2H), 3.93 (s, 3H), 3.61 (br d, 2H, J=7 Hz), 1.49 (s, 9H). Anal. Calc'd for C18H22O6 : C, 64.66; H, 6.63; Found: C, 64.54; H, 6.62. The reactants are C(=O)(O)[O-].[Na+] (NaHCO3), CC1(CNC2=CC(=CC=C12)[N+](=O)[O-])C (3,3-Dimethyl-6-nitroindoline), C(=O)(OC(C)(C)C)N1CCC(CC1)C=O (N-boc-4-formylpiperidine), NaHB(OAc)3, ( M-99 ). Run in ClC(C)Cl (dichloroethane). Reaction conditions: time 8 hour. Product: [N+](=O)([O-])C1=CC=C2C(CN(C2=C1)CC1CCN(CC1)C(=O)OC(C)(C)C)(C)C (tert-butyl 4-[(6-nitro-3,3-dimethylindolinyl)methyl]piperidinecarboxylate). As a reaction SMILES: [CH3:1][C:2]1([CH3:14])[C:10]2[C:5](=[CH:6][C:7]([N+:11]([O-:13])=[O:12])=[CH:8][CH:9]=2)[NH:4][CH2:3]1.[C:15]([N:22]1[CH2:27][CH2:26][CH:25]([CH:28]=O)[CH2:24][CH2:23]1)([O:17][C:18]([CH3:21])([CH3:20])[CH3:19])=[O:16].C([O-])(O)=O.[Na+]>ClC(Cl)C>[N+:11]([C:7]1[CH:6]=[C:5]2[C:10]([C:2]([CH3:14])([CH3:1])[CH2:3][N:4]2[CH2:28][CH:25]2[CH2:26][CH2:27][N:22]([C:15]([O:17][C:18]([CH3:19])([CH3:21])[CH3:20])=[O:16])[CH2:23][CH2:24]2)=[CH:9][CH:8]=1)([O-:13])=[O:12] |f:2.3|. Procedure: 3,3-Dimethyl-6-nitroindoline (450 mg) was dissolved in 20 mL of dichloroethane, N-boc-4-formylpiperidine (750 mg) was added to the mixture, followed by 2 g NaHB(OAc)3 and 1 mL of glacial ACOH. The mixture was stirred at RT overnight. Saturated NaHCO3 solution (20 mL) was added to the reaction mixture and stirred for 1 h. The resulting mixture was separated by separation funnel, the organic layer was extracted once with saturated NaHCO3 solution and once with brine. The resulting organic layer wa... The reactants are CC#N, ClCCNCc1cncc(-c2ccccc2)c1, ClCc1cncc(-c2ccccc2)c1, N#Cc1ccccc1O, NCCO. The product is N#Cc1ccccc1OCCNCc1cncc(-c2ccccc2)c1. RXN SMILES: [CH3:45][C:46]#[N:47].[Cl:10][CH2:11][CH2:12][NH:13][CH2:14][c:15]1[cH:16][n:17][cH:18][c:19](-[c:21]2[cH:22][cH:23][cH:24][cH:25][cH:26]2)[cH:20]1.[Cl:31][CH2:32][c:33]1[cH:34][n:35][cH:36][c:37](-[c:38]2[cH:39][cH:40][cH:41][cH:42][cH:43]2)[cH:44]1.[OH:1][c:2]1[c:3]([C:4]#[N:5])[cH:6][cH:7][cH:8][cH:9]1.[OH:27][CH2:28][CH2:29][NH2:30]>>[O:1]([c:2]1[c:3]([C:4]#[N:5])[cH:6][cH:7][cH:8][cH:9]1)[CH2:11][CH2:12][NH:13][CH2:14][c:15]1[cH:16][n:17][cH:18][c:19](-[c:21]2[cH:22][cH:23][cH:24][cH:25][cH:26]2)[cH:20]1. Starting materials: N#CC(Cl)(Cl)Cl, ClCCl, C1CCC2=NCCCN2CC1, Nc1ccc(CO)cc1. Product: N=C(OCc1ccc(N)cc1)C(Cl)(Cl)Cl. Reaction SMILES: [Cl:10][C:11]([C:12]#[N:13])([Cl:14])[Cl:15].[Cl:27][CH2:28][Cl:29].[N:16]12[CH2:17][CH2:18][CH2:19][N:20]=[C:21]1[CH2:22][CH2:23][CH2:24][CH2:25][CH2:26]2.[NH2:1][c:2]1[cH:3][cH:4][c:5]([CH2:6][OH:7])[cH:8][cH:9]1>>[NH2:1][c:2]1[cH:3][cH:4][c:5]([CH2:6][O:7][C:12]([C:11]([Cl:10])([Cl:14])[Cl:15])=[NH:13])[cH:8][cH:9]1. The reactants are FC(C(=O)O)(F)F.COC(C1=CC=C(C=C1)C=1SC(=NN1)N)=O (4-(5-amino-1,3,4-thiadiazol-2-yl)benzoic acid methyl ester trifluoroacetic acid salt), [OH-].[Na+] (sodium hydroxide). The solvent is O (water). The product is NC1=NN=C(S1)C1=CC=C(C(=O)O)C=C1 (4-(5-amino-1,3,4-thiadiazol-2-yl)benzoic acid). Yield: 99.7%. RXN SMILES: FC(F)(F)C(O)=O.C[O:9][C:10](=[O:23])[C:11]1[CH:16]=[CH:15][C:14]([C:17]2[S:18][C:19]([NH2:22])=[N:20][N:21]=2)=[CH:13][CH:12]=1.[OH-].[Na+]>O>[NH2:22][C:19]1[S:18][C:17]([C:14]2[CH:13]=[CH:12][C:11]([C:10]([OH:23])=[O:9])=[CH:16][CH:15]=2)=[N:21][N:20]=1 |f:0.1,2.3|. Reported procedure: To a solution of 4-(5-amino-1,3,4-thiadiazol-2-yl)benzoic acid methyl ester trifluoroacetic acid salt (8 g) in water was added 1N sodium hydroxide and the mixture was adjusted to pH 8. The precipitate was collected by filtration to give 4-(5-amino-1,3,4-thiadiazol-2-yl)benzoic acid (5.05 g).